From a dataset of the Open Reaction Database (ORD), a public repository of structured organic reaction records. describe an organic reaction: reactants, conditions, products, and yield The reactants are B(Br)(Br)Br.ClCCl (boron tribromide dichloromethane), ClC1=C(C=C(C(=C1)OC)[N+](=O)[O-])C=1C(N(C(=CC1)C(F)(F)F)C)=O (3-(2-chloro-4-methoxy-5-nitrophenyl)-1-methyl-6-trifluoromethyl-2(1H)-pyridone), ice water. Run in ClCCl (dichloromethane). Run at time 2 hour. Yields the product ClC1=C(C=C(C(=C1)O)[N+](=O)[O-])C=1C(N(C(=CC1)C(F)(F)F)C)=O (3-(2-chloro-4-hydroxy-5-nitrophenyl)-1-methyl-6-trifluoromethyl-2(1H)-pyridone). Isolated yield 80.2%. Reaction SMILES: [Cl:1][C:2]1[CH:7]=[C:6]([O:8]C)[C:5]([N+:10]([O-:12])=[O:11])=[CH:4][C:3]=1[C:13]1[C:14](=[O:24])[N:15]([CH3:23])[C:16]([C:19]([F:22])([F:21])[F:20])=[CH:17][CH:18]=1.B(Br)(Br)Br.ClCCl>ClCCl>[Cl:1][C:2]1[CH:7]=[C:6]([OH:8])[C:5]([N+:10]([O-:12])=[O:11])=[CH:4][C:3]=1[C:13]1[C:14](=[O:24])[N:15]([CH3:23])[C:16]([C:19]([F:20])([F:21])[F:22])=[CH:17][CH:18]=1 |f:1.2|. Procedure details: 10.3 g (28.6 mmol) of 3-(2-chloro-4-methoxy-5-nitrophenyl)-1-methyl-6-trifluoromethyl-2(1H)-pyridone was dissolved in 150 ml of dichloromethane, and 30 ml (90 mmol) of a 3N boron tribromide/dichloromethane solution was dropwise added thereto under cooling in a dry ice-acetone bath. The temperature was raised to room temperature, followed by stirring for 2 hours. Then, the mixture was poured into ice water and extracted with dichloromethane. The organic layer was washed with water and a saturated... Reactants: O (H2O), FC1=CC(=C(N)C=C1)[N+](=O)[O-] (4-fluoro-2-nitroaniline), ClN1C(CCC1=O)=O (N-chlorosuccinimide). The solvent is CN(C)C=O (DMF), CN(C)C=O (DMF). Run at time 8 hour. Product: ClC1=C(N)C(=CC(=C1)F)[N+](=O)[O-] (2-Chloro-4-fluoro-6-nitroaniline), orange crystalline solid. The yield is 69.5%. As a reaction SMILES: [F:1][C:2]1[CH:8]=[CH:7][C:5]([NH2:6])=[C:4]([N+:9]([O-:11])=[O:10])[CH:3]=1.[Cl:12]N1C(=O)CCC1=O.O>CN(C=O)C>[Cl:12][C:7]1[CH:8]=[C:2]([F:1])[CH:3]=[C:4]([N+:9]([O-:11])=[O:10])[C:5]=1[NH2:6]. Procedure details: 2-Chloro-4-fluoro-6-nitroaniline was prepared using an adaptation of the method of Mitchell, et al. (Mitchell, R. H. et al., J. Org. Chem. 44: 4733 (1979)). To a solution of 4-fluoro-2-nitroaniline (500 mg, 3.2 mmol) in dry DMF (10 mL) under N2 was added dropwise a solution of N-chlorosuccinimide (426 mg, 3.2 mmol) in dry DMF (16 mL). The reaction was allowed to stir overnight. The solution was then poured into 100 mL H2O and the resulting cloudy suspension extracted with 4×25 mL ethyl acetate. ... The reactants are CSc1cc(C)nc2c(-c3c(C)cc(Br)cc3C)cc(C#N)n12, [Na+], [OH-], O=S(=O)(O)O. Product: CSc1cc(C)nc2c(-c3c(C)cc(Br)cc3C)cc(C(N)=O)n12. RXN SMILES: [Br:1][c:2]1[cH:3][c:4]([CH3:23])[c:5](-[c:9]2[cH:10][c:11]([C:21]#[N:22])[n:12]3[c:13]2[n:14][c:15]([CH3:20])[cH:16][c:17]3[S:18][CH3:19])[c:6]([CH3:8])[cH:7]1.[Na+:25].[OH-:24].[S:26](=[O:27])(=[O:28])([OH:29])[OH:30]>>[Br:1][c:2]1[cH:3][c:4]([CH3:23])[c:5](-[c:9]2[cH:10][c:11]([C:21]([NH2:22])=[O:24])[n:12]3[c:13]2[n:14][c:15]([CH3:20])[cH:16][c:17]3[S:18][CH3:19])[c:6]([CH3:8])[cH:7]1. Starting materials: C(C)(C)(C)ON=C1C=C(OC2=CC(=CC=C12)Br)C=1N=CC2=CC=CC=C2C1 (7-bromo-2-isoquinolin-3-yl-chromen-4-one O-tert-butyl oxime), ClC1=C(C=CC=C1)C#C (2-chlorophenylacetylene). Yields the product ClC1=C(C=CC=C1)C#CC1=CC=C2C(C=C(OC2=C1)C=1N=CC2=CC=CC=C2C1)=NO (7-(2-chlorophenyl)ethynyl-2-isoquinolin-3-yl-chromen-4-one oxime), oxime. As a reaction SMILES: C([O:5][N:6]=[C:7]1[C:16]2[C:11](=[CH:12][C:13](Br)=[CH:14][CH:15]=2)[O:10][C:9]([C:18]2[N:19]=[CH:20][C:21]3[C:26]([CH:27]=2)=[CH:25][CH:24]=[CH:23][CH:22]=3)=[CH:8]1)(C)(C)C.[Cl:28][C:29]1[CH:34]=[CH:33][CH:32]=[CH:31][C:30]=1[C:35]#[CH:36]>>[Cl:28][C:29]1[CH:34]=[CH:33][CH:32]=[CH:31][C:30]=1[C:35]#[C:36][C:13]1[CH:12]=[C:11]2[C:16]([C:7](=[N:6][OH:5])[CH:8]=[C:9]([C:18]3[N:19]=[CH:20][C:21]4[C:26]([CH:27]=3)=[CH:25][CH:24]=[CH:23][CH:22]=4)[O:10]2)=[CH:15][CH:14]=1. Procedure: 7-(2-chlorophenyl)ethynyl-2-isoquinolin-3-yl-chromen-4-one oxime was prepared in 10% overall yield using the method described in example 24, starting from 7-bromo-2-isoquinolin-3-yl-chromen-4-one O-tert-butyl oxime (example 2B) and 2-chlorophenylacetylene. The title compound was isolated as an orange solid and as a 80/20 mixture of Z/E oxime isomers. Starting materials: CC(C)(C)OC(=O)N1CCCC1COc1ccc(Oc2nc3ccccc3o2)cc1, Cl, C1COCCO1. The product is Cl, c1ccc2oc(Oc3ccc(OCC4CCCN4)cc3)nc2c1. RXN SMILES: [C:1]([O:2][C:3](=[O:4])[N:8]1[CH:9]([CH2:13][O:14][c:15]2[cH:16][cH:17][c:18]([O:21][c:22]3[o:23][c:24]4[c:25]([n:26]3)[cH:27][cH:28][cH:29][cH:30]4)[cH:19][cH:20]2)[CH2:10][CH2:11][CH2:12]1)([CH3:5])([CH3:6])[CH3:7].[ClH:31].[O:32]1[CH2:33][CH2:34][O:35][CH2:36][CH2:37]1>>[ClH:31].[NH:8]1[CH:9]([CH2:13][O:14][c:15]2[cH:16][cH:17][c:18]([O:21][c:22]3[o:23][c:24]4[c:25]([n:26]3)[cH:27][cH:28][cH:29][cH:30]4)[cH:19][cH:20]2)[CH2:10][CH2:11][CH2:12]1. Starting materials: C(C)(C)(C)OC(CCOCCNC(=O)OC(C)(C)C)=O (3-(2-tert-Butoxycarbonylamino-ethoxy)-propionic acid tert-butyl ester). The solvent is FC(C(=O)O)(F)F (trifluoroacetic acid). Conditions: time 1 hour. Yields the product NCCOCCC(=O)O (3-(2-Amino-ethoxy)-propionic acid). RXN SMILES: C([O:5][C:6](=[O:20])[CH2:7][CH2:8][O:9][CH2:10][CH2:11][NH:12]C(OC(C)(C)C)=O)(C)(C)C>FC(F)(F)C(O)=O>[NH2:12][CH2:11][CH2:10][O:9][CH2:8][CH2:7][C:6]([OH:20])=[O:5]. Procedure: 3-(2-tert-Butoxycarbonylamino-ethoxy)-propionic acid tert-butyl ester (10 g) was dissolved in a 1:1 trifluoroacetic acid (TFA)/DCM mixture (100 mL) and stirred at room temperature for 1 h. The solvent was then removed on a rotary evaporator and the resulting oil was re-dissolved in DCM and concentrated to dryness. This process was repeated until minimal TFA scent remained before the oil was dried on high vacuum for several hours. Reactants: CCOC(=O)c1cc(C(C)(C)C)nn1-c1cccc(F)c1, C1CCOC1, CCO, Cl, [Li+], [OH-], O, O. The product is CC(C)(C)c1cc(C(=O)O)n(-c2cccc(F)c2)n1. RXN SMILES: [C:1]([CH3:2])([CH3:3])([CH3:4])[c:5]1[n:6][n:7](-[c:15]2[cH:16][c:17]([F:21])[cH:18][cH:19][cH:20]2)[c:8]([C:10](=[O:11])[O:12][CH2:13][CH3:14])[cH:9]1.[CH2:22]1[O:23][CH2:24][CH2:25][CH2:26]1.[CH3:27][CH2:28][OH:29].[ClH:34].[Li+:32].[OH-:31].[OH2:30].[OH2:33]>>[C:1]([CH3:2])([CH3:3])([CH3:4])[c:5]1[n:6][n:7](-[c:15]2[cH:16][c:17]([F:21])[cH:18][cH:19][cH:20]2)[c:8]([C:10](=[O:11])[OH:12])[cH:9]1.